Dataset: the Open Reaction Database (ORD), a public repository of structured organic reaction records. Task: describe an organic reaction: reactants, conditions, products, and yield Starting materials: Cc1ccccc1, ClP(Cl)(Cl)(Cl)Cl, O=S(=O)(O)CCc1ccc(F)cc1, [Na], O. Yields the product O=S(=O)(Cl)CCc1ccc(F)cc1. RXN SMILES: [CH3:21][c:22]1[cH:23][cH:24][cH:25][cH:26][cH:27]1.[Cl:1][P:2]([Cl:3])([Cl:4])([Cl:5])[Cl:6].[F:8][c:9]1[cH:10][cH:11][c:12]([CH2:15][CH2:16][S:17](=[O:18])(=[O:19])[OH:20])[cH:13][cH:14]1.[Na:7].[OH2:28]>>[Cl:1][S:17]([CH2:16][CH2:15][c:12]1[cH:11][cH:10][c:9]([F:8])[cH:14][cH:13]1)(=[O:18])=[O:20]. Reactants: Cl.O=C1CCC(C2=C1SC=C2)N ((-)-4,5,6,7-tetrahydro-7-oxobenzo-[b]thiophen-4-amine hydrochloride), O([K])C#N (KOCN). Solvent: O (water). Conditions: temperature 70 celsius. Yields the product O=C1CCC(C2=C1SC=C2)NC(=O)N ((-)-4,5,6,7-tetrahydro-7-oxobenzo[b]thien-4-ylurea). RXN SMILES: Cl.[O:2]=[C:3]1[C:8]2[S:9][CH:10]=[CH:11][C:7]=2[CH:6]([NH2:12])[CH2:5][CH2:4]1.[O:13]([C:15]#[N:16])[K]>O>[O:2]=[C:3]1[C:8]2[S:9][CH:10]=[CH:11][C:7]=2[CH:6]([NH:12][C:15]([NH2:16])=[O:13])[CH2:5][CH2:4]1 |f:0.1|. Reported procedure: The aqueous solution (280 ml.) of (+)-4,5,6,7-tetrahydro-7-oxobenzo[b]thiophen-4-amine hydrochloride from Example 53 is stirred while 40 grams of KOCN in 95 ml. of water is added dropwise. The mixture is warmed to 70° C. for 1.5 hour and cooled to 10° C. The light brown solid is collected and washed well with 700 ml. of water. The product is then stirred with 110 ml. of cold methanol, collected, and washed with 50 ml. of cold methanol to afford 48 grams of the title compound, m.p. 247°-249.5° C.... Starting materials: COC1=C(CC=2C=CC(=C(C(=O)O)C2)O)C(=C(C(=C1C)C)OC)C (5-(2,5-Dimethoxy-3,4,6-trimethylbenzyl)-2-hydroxybenzoic acid), C(C)(=O)OC(C)=O (acetic anhydride). Run in O (water). Run at temperature 80 celsius, time 1 hour. Product: COC1=C(CC=2C=CC(=C(C(=O)O)C2)OC(C)=O)C(=C(C(=C1C)C)OC)C (5-(2,5-Dimethoxy-3,4,6-trimethylbenzyl)-2-acetoxybenzoic acid). Yield: 99.0%. As a reaction SMILES: [CH3:1][O:2][C:3]1[C:19]([CH3:20])=[C:18]([CH3:21])[C:17]([O:22][CH3:23])=[C:16]([CH3:24])[C:4]=1[CH2:5][C:6]1[CH:7]=[CH:8][C:9]([OH:15])=[C:10]([CH:14]=1)[C:11]([OH:13])=[O:12].[C:25](OC(=O)C)(=[O:27])[CH3:26]>O>[CH3:1][O:2][C:3]1[C:19]([CH3:20])=[C:18]([CH3:21])[C:17]([O:22][CH3:23])=[C:16]([CH3:24])[C:4]=1[CH2:5][C:6]1[CH:7]=[CH:8][C:9]([O:15][C:25](=[O:27])[CH3:26])=[C:10]([CH:14]=1)[C:11]([OH:13])=[O:12]. Procedure: 5-(2,5-Dimethoxy-3,4,6-trimethylbenzyl)-2-hydroxybenzoic acid (0.150 g, 0.455 mmol) was dissolved in acetic anhydride (3 ml) and the resulting solution was stirred at 80° C. for 1 hour. The reaction solution was diluted with water and then extracted with ethyl acetate. The extract was washed with water and then dried, and the solvent was removed by distillation. The obtained residue was purified by silica gel column chromatography (hexand:ethyl acetate=2:1) to obtain the titled compound (0.170 g... RXN SMILES: [Br:1][c:2]1[c:3]([CH:8]([F:9])[F:10])[cH:4][cH:5][cH:6][cH:7]1.[CH2:30]1[O:31][CH2:32][CH2:33][CH2:34]1.[CH3:11][CH2:12][CH2:13][CH2:14][Li:15].[CH3:35][CH2:36][O:37][C:38](=[O:39])[CH3:40].[CH:16]([O:17][B:20]1[O:21][C:22]([CH3:27])([CH3:28])[C:23]([CH3:25])([CH3:26])[O:24]1)([CH3:18])[CH3:19].[OH2:29]>>[c:2]1([B:20]2[O:21][C:22]([CH3:27])([CH3:28])[C:23]([CH3:25])([CH3:26])[O:24]2)[c:3]([CH:8]([F:9])[F:10])[cH:4][cH:5][cH:6][cH:7]1. The reactants are FC(F)c1ccccc1Br, C1CCOC1, [Li]CCCC, CCOC(C)=O, CC(C)OB1OC(C)(C)C(C)(C)O1, O. Yields the product CC1(C)OB(c2ccccc2C(F)F)OC1(C)C.